This data is from the Open Reaction Database (ORD), a public repository of structured organic reaction records. The task is: describe an organic reaction: reactants, conditions, products, and yield Reactants: Cc1ccccc1, COCCOC(=O)C(C)Nc1c(C)cccc1C, O=C(Cl)CCl, [Na+], [Na+], O=C([O-])[O-]. The product is COCCOC(=O)C(C)N(C(=O)CCl)c1c(C)cccc1C. As a reaction SMILES: [CH3:30][c:31]1[cH:32][cH:33][cH:34][cH:35][cH:36]1.[CH3:6][O:7][CH2:8][CH2:9][O:10][C:11]([CH:12]([NH:13][c:14]1[c:15]([CH3:21])[cH:16][cH:17][cH:18][c:19]1[CH3:20])[CH3:22])=[O:23].[Cl:1][CH2:2][C:3](=[O:4])[Cl:5].[Na+:24].[Na+:25].[O-:26][C:27](=[O:28])[O-:29]>>[Cl:1][CH2:2][C:3](=[O:4])[N:13]([CH:12]([C:11]([O:10][CH2:9][CH2:8][O:7][CH3:6])=[O:23])[CH3:22])[c:14]1[c:15]([CH3:21])[cH:16][cH:17][cH:18][c:19]1[CH3:20]. Starting materials: CO, COC(=O)c1cc(OC)cc(OC)c1C, [Na+], [OH-]. Product: COc1cc(OC)c(C)c(C(=O)O)c1. Reaction SMILES: [CH3:18][OH:19].[CH3:1][O:2][c:3]1[c:4]([CH3:15])[c:5]([C:6](=[O:7])[O:8][CH3:9])[cH:10][c:11]([O:13][CH3:14])[cH:12]1.[Na+:17].[OH-:16]>>[CH3:1][O:2][c:3]1[c:4]([CH3:15])[c:5]([C:6](=[O:7])[OH:8])[cH:10][c:11]([O:13][CH3:14])[cH:12]1. Reactants: CI (methyl iodide), CC1=C(C=CC(=C1)C)C1=CC2=C(NC3=CC=C(C=C23)C)N(C1=O)C (3-(2,4-dimethylphenyl)-1,6-dimethyl-1,9-dihydro-2H-pyrido[2,3-b]indol-2-one), CC1=C(C=CC(=C1)C)C1=CC2=C(NC3=CC=C(C=C23)C)N(C1=O)C (3-(2,4-dimethylphenyl)-1,6-dimethyl-1,9-dihydro-2H-pyrido[2,3-b]indol-2-one), [H-].[Na+] (NaH). The solvent is CN(C)C=O (DMF). Conditions: time 30 minute. Product: CC1=C(C=CC(=C1)C)C1=CC2=C(N(C3=CC=C(C=C23)C)C)N(C1=O)C (3-(2,4-Dimethylphenyl)-1,6,9-trimethyl-1,9-dihydro-2H-pyrido[2,3-b]indol-2-one). As a reaction SMILES: [CH3:1][C:2]1[CH:7]=[C:6]([CH3:8])[CH:5]=[CH:4][C:3]=1[C:9]1[C:22](=[O:23])[N:21]([CH3:24])[C:12]2[NH:13][C:14]3[C:19]([C:11]=2[CH:10]=1)=[CH:18][C:17]([CH3:20])=[CH:16][CH:15]=3.[H-].[Na+].[CH3:27]I>CN(C=O)C>[CH3:1][C:2]1[CH:7]=[C:6]([CH3:8])[CH:5]=[CH:4][C:3]=1[C:9]1[C:22](=[O:23])[N:21]([CH3:24])[C:12]2[N:13]([CH3:27])[C:14]3[C:19]([C:11]=2[CH:10]=1)=[CH:18][C:17]([CH3:20])=[CH:16][CH:15]=3 |f:1.2|. Reported procedure: 400 mg of 3-(2,4-dimethylphenyl)-1,6-dimethyl-1,9-dihydro-2H-pyrido[2,3-b]indol-2-one (compound 101) are dissolved in 10 ml of DMF. 31 mg of 95% NaH are added and the mixture is stirred at AT for 30 minutes. 380 μl of methyl iodide are added and the mixture is stirred at AT for 18 hours. It is evaporated to dryness. The residue is taken up in CH2Cl2 and the organic phase is washed with NaCl and then water, dried and evaporated. The residue is taken up in Et2O, filtration is carried out and dryin... The reactants are C(C)(C)(C)OC(=O)N(C(OC(C)(C)C)=O)C1=NC=C(N=C1C=1OC(=NN1)C1=CC=CC=C1)Br (tert-butyl N-tert butoxycarbonyl-5-bromo-3-(5-phenyl-1,3,4-oxadiazol-2-yl)pyrazin-2-ylcarbamate), CS(=O)(=O)CCN1CCNCC1 (1-(2-(methylsulfonyl)ethyl)piperazine). The solvent is CN(C)C=O (DMF). Reaction conditions: temperature 100 celsius. Product: O(C(C)(C)C)C(=O)N(C(OC(C)(C)C)=O)C1=NC=C(N=C1C=1OC(=NN1)C1=CC=CC=C1)N1CCN(CC1)CCS(=O)(=O)C (tert-butyl N-tert-butoxylcarbonyl-5-(4-(2-(methylsulfonyl)ethyl)piperazin-1-yl)-3-(5-phenyl-1,3,4-oxadiazol-2-yl)pyrazin-2-ylcarbamate). Isolated yield 100.0%. As a reaction SMILES: [C:1]([O:5][C:6]([N:8]([C:16]1[C:21]([C:22]2[O:23][C:24]([C:27]3[CH:32]=[CH:31][CH:30]=[CH:29][CH:28]=3)=[N:25][N:26]=2)=[N:20][C:19](Br)=[CH:18][N:17]=1)[C:9](=[O:15])[O:10][C:11]([CH3:14])([CH3:13])[CH3:12])=[O:7])([CH3:4])([CH3:3])[CH3:2].[CH3:34][S:35]([CH2:38][CH2:39][N:40]1[CH2:45][CH2:44][NH:43][CH2:42][CH2:41]1)(=[O:37])=[O:36]>CN(C=O)C>[O:5]([C:6]([N:8]([C:16]1[C:21]([C:22]2[O:23][C:24]([C:27]3[CH:32]=[CH:31][CH:30]=[CH:29][CH:28]=3)=[N:25][N:26]=2)=[N:20][C:19]([N:43]2[CH2:42][CH2:41][N:40]([CH2:39][CH2:38][S:35]([CH3:34])(=[O:36])=[O:37])[CH2:45][CH2:44]2)=[CH:18][N:17]=1)[C:9](=[O:15])[O:10][C:11]([CH3:14])([CH3:13])[CH3:12])=[O:7])[C:1]([CH3:4])([CH3:3])[CH3:2]. Procedure details: tert-butyl N-tert butoxycarbonyl-5-bromo-3-(5-phenyl-1,3,4-oxadiazol-2-yl)pyrazin-2-ylcarbamate (75 mg, 0.13 mmol) was dissolved in DMF (1 mL) and 1-(2-(methylsulfonyl)ethyl)piperazine (77 mg, 0.40 mmol) was added. The reaction mixture was heated at 100° C. in a sealed tube overnight. The reaction mixture was cooled to room temperature and partitioned between CH2Cl2 and water and the layers separated using a phase separation cartridge. The organic layer was concentrated in vacuo to give the prod...